Dataset: the Open Reaction Database (ORD), a public repository of structured organic reaction records. Task: describe an organic reaction: reactants, conditions, products, and yield Reactants: O=C([O-])[O-], CS(=O)[O-], O=Cc1ccc(F)cc1, [K+], [K+], [Na+], CN(C)C=O, O, Oc1cncnc1. Product: O=Cc1ccc(Oc2cncnc2)cc1. As a reaction SMILES: [C:22](=[O:23])([O-:24])[O-:25].[CH3:17][S:18]([O-:19])=[O:20].[F:8][c:9]1[cH:10][cH:11][c:12]([CH:13]=[O:14])[cH:15][cH:16]1.[K+:26].[K+:27].[Na+:21].[O:28]=[CH:29][N:30]([CH3:31])[CH3:32].[OH2:33].[n:1]1[cH:2][n:3][cH:4][c:5]([OH:7])[cH:6]1>>[n:1]1[cH:2][n:3][cH:4][c:5]([O:7][c:9]2[cH:10][cH:11][c:12]([CH:13]=[O:14])[cH:15][cH:16]2)[cH:6]1. Starting materials: [BH3-]C#N, CO, COC(=O)C(C)N, O=Cc1ccccc1, Cl, [Na+]. Product: COC(=O)C(C)NCc1ccccc1. RXN SMILES: [C:17]([BH3-:18])#[N:19].[CH3:21][OH:22].[CH3:2][O:3][C:4]([CH:5]([NH2:6])[CH3:7])=[O:8].[CH:9](=[O:10])[c:11]1[cH:12][cH:13][cH:14][cH:15][cH:16]1.[ClH:1].[Na+:20]>>[CH3:2][O:3][C:4]([CH:5]([NH:6][CH2:9][c:11]1[cH:12][cH:13][cH:14][cH:15][cH:16]1)[CH3:7])=[O:8]. The reactants are C(CC)C1=CC(=NC(N1)=O)C1=CC(=CC=C1)C(F)(F)F (6-propyl-4-(3-trifluoromethylphenyl)-1H-pyrimidin-2-one), P(=O)(Cl)(Cl)Cl (phosphorus oxychloride). Yields the product ClC1=NC(=CC(=N1)CCC)C1=CC(=CC=C1)C(F)(F)F (2-chloro-4-propyl-6-(3-trifluoromethylphenyl)-pyrimidine). Reaction SMILES: [CH2:1]([C:4]1[NH:9][C:8](=O)[N:7]=[C:6]([C:11]2[CH:16]=[CH:15][CH:14]=[C:13]([C:17]([F:20])([F:19])[F:18])[CH:12]=2)[CH:5]=1)[CH2:2][CH3:3].P(Cl)(Cl)([Cl:23])=O>>[Cl:23][C:8]1[N:9]=[C:4]([CH2:1][CH2:2][CH3:3])[CH:5]=[C:6]([C:11]2[CH:16]=[CH:15][CH:14]=[C:13]([C:17]([F:20])([F:19])[F:18])[CH:12]=2)[N:7]=1. Procedure: A mixture of 6-propyl-4-(3-trifluoromethylphenyl)-1H-pyrimidin-2-one (204 mg) and phosphorus oxychloride (3 mL) was stirred and heated at reflux for 72 h, then allowed to cool and poured onto a mixture of ice/ether (20 mL). The ether layer was separated, washed with saturated sodium carbonate solution (20 mL), dried over sodium sulphate, and evaporated at reduced pressure to afford 2-chloro-4-propyl-6-(3-trifluoromethylphenyl)-pyrimidine as a dark brown oil (239 mg). The solvent is ice ether. Starting materials: C(C)OC1=C(C(=C(C=C1)C1=C(C(=C(C=C1)CCC1=CCC(CO1)C1CCC(CC1)CCC)F)F)F)F (6-(2-(4′-ethoxy-2,2′,3,3′-tetrafluorobiphenyl-4-yl)ethyl)-3-(4-propylcyclohexyl)-3,4-dihydro-2H-pyran). The reagents and catalysts are [Pd] (Pd/C). The solvent is C1(=CC=CC=C1)C (toluene), CC(C)O (IPA). Run at time 12 hour. Yields the product C(C)OC1=C(C(=C(C=C1)C1=C(C(=C(C=C1)CCC1OCC(CC1)C1CCC(CC1)CCC)F)F)F)F (2-(2-(4′-ethoxy-2,2′,3,3′-tetrafluorobiphenyl-4-yl)ethyl)-5-(4-propylcyclohexyl)tetrahydro-2H-pyran). The yield is 27.9%. RXN SMILES: [CH2:1]([O:3][C:4]1[CH:9]=[CH:8][C:7]([C:10]2[CH:15]=[CH:14][C:13]([CH2:16][CH2:17][C:18]3[O:23][CH2:22][CH:21]([CH:24]4[CH2:29][CH2:28][CH:27]([CH2:30][CH2:31][CH3:32])[CH2:26][CH2:25]4)[CH2:20][CH:19]=3)=[C:12]([F:33])[C:11]=2[F:34])=[C:6]([F:35])[C:5]=1[F:36])[CH3:2]>C1(C)C=CC=CC=1.CC(O)C.[Pd]>[CH2:1]([O:3][C:4]1[CH:9]=[CH:8][C:7]([C:10]2[CH:15]=[CH:14][C:13]([CH2:16][CH2:17][CH:18]3[CH2:19][CH2:20][CH:21]([CH:24]4[CH2:29][CH2:28][CH:27]([CH2:30][CH2:31][CH3:32])[CH2:26][CH2:25]4)[CH2:22][O:23]3)=[C:12]([F:33])[C:11]=2[F:34])=[C:6]([F:35])[C:5]=1[F:36])[CH3:2]. Reported procedure: 6-(2-(4′-Ethoxy-2,2′,3,3′-tetrafluorobiphenyl-4-yl)ethyl)-3-(4-propylcyclohexyl)-3,4-dihydro-2H-pyran (31) (2.5 g) prepared in the second step was dissolved in a mixture of toluene (5 ml) and IPA (5 ml), and 5%-Pd/C 125 mg) was added. The stirring was continued under a hydrogen atmosphere at room temperature for 12 hours. 5%-Pd/C was removed by filtration, and the solvent was distilled off under reduced pressure. The residue was purified by silica gel chromatography (silica gel: 20 g, eluent: to... The reactants are N(=[N+]=[N-])C[C@H]1CN(C(O1)=O)C1=CC(=C(C=C1)N1CC[Si](CC1)(C)C)F ((R)-5-(azidomethyl)-3-(4-(4,4-dimethyl-1,4-azasilinan-1-yl)-3-fluorophenyl)oxazolidin-2-one), 20, O1CCOCC1 (dioxane), O (Water). Yields the product N1(N=NC=C1)C[C@H]1CN(C(O1)=O)C1=CC(=C(C=C1)N1CC[Si](CC1)(C)C)F ((R)-5-((1H-1,2,3-triazol-1-yl)methyl)-3-(4-(4,4-dimethyl-1,4-azasilinan-1-yl)-3-fluorophenyl)oxazolidin-2-one). Reaction SMILES: [N:1]([CH2:4][C@@H:5]1[O:9][C:8](=[O:10])[N:7]([C:11]2[CH:16]=[CH:15][C:14]([N:17]3[CH2:22][CH2:21][Si:20]([CH3:24])([CH3:23])[CH2:19][CH2:18]3)=[C:13]([F:25])[CH:12]=2)[CH2:6]1)=[N+:2]=[N-:3].O.O1CCO[CH2:29][CH2:28]1>>[N:1]1([CH2:4][C@@H:5]2[O:9][C:8](=[O:10])[N:7]([C:11]3[CH:16]=[CH:15][C:14]([N:17]4[CH2:22][CH2:21][Si:20]([CH3:23])([CH3:24])[CH2:19][CH2:18]4)=[C:13]([F:25])[CH:12]=3)[CH2:6]2)[CH:29]=[CH:28][N:3]=[N:2]1. Procedure: A solution of azide 19 (0.60 mmol) and bicyclodiene 20 (0.31 mL, 3.03 mmol) in dioxane (4.0 mL) is refluxed for 5 h. Water (5 mL) is added and extracted with DCM (2×5 mL), dried and concentrated. The product is further purified by column chromatography on silica using hexane-EtOAc mixtures to obtain the product as a brown solid (60 mg) in 26% over 3 steps. The reactants are C1CCOC1, Cn1ccnc1-n1ncc2c(Oc3ccccc3)ncnc21, [H-], [Na+], Cc1ccc(NC(=O)C(O)COC(C)C)nc1. The product is Cc1ccc(NC(=O)C(COC(C)C)Oc2ncnc3c2cnn3-c2nccn2C)nc1. RXN SMILES: [CH2:42]1[O:43][CH2:44][CH2:45][CH2:46]1.[CH3:20][n:21]1[c:22](-[n:26]2[n:27][cH:28][c:29]3[c:30]2[n:31][cH:32][n:33][c:34]3[O:35][c:36]2[cH:37][cH:38][cH:39][cH:40][cH:41]2)[n:23][cH:24][cH:25]1.[H-:1].[Na+:2].[OH:3][CH:4]([C:5](=[O:6])[NH:7][c:8]1[n:9][cH:10][c:11]([CH3:14])[cH:12][cH:13]1)[CH2:15][O:16][CH:17]([CH3:18])[CH3:19]>>[O:3]([CH:4]([C:5](=[O:6])[NH:7][c:8]1[n:9][cH:10][c:11]([CH3:14])[cH:12][cH:13]1)[CH2:15][O:16][CH:17]([CH3:18])[CH3:19])[c:34]1[c:29]2[cH:28][n:27][n:26](-[c:22]3[n:21]([CH3:20])[cH:25][cH:24][n:23]3)[c:30]2[n:31][cH:32][n:33]1. The reactants are [OH-].[Li+] (Lithium hydroxide), C(#N)C=1C=NNC1 (4-cyanopyrazole), C([O-])([O-])=O.[Cs+].[Cs+] (cesium carbonate), [I-].[Na+] (sodium iodide), BrCC[C@](C(=O)OCC)(S(=O)(=O)C)C ((R)-ethyl 4-bromo-2-methyl-2-(methylsulfonyl)butanoate). The solvent is C(C)#N (acetonitrile). Reaction conditions: temperature 50 celsius, time 4 hour. Product: C(#N)C=1C=NN(C1)CC[C@](C(=O)O)(S(=O)(=O)C)C ((2R)-4-(4-cyano-1H-pyrazol-1-yl)-2-methyl-2-(methylsulfonyl)butanoic acid). As a reaction SMILES: [C:1]([C:3]1[CH:4]=[N:5][NH:6][CH:7]=1)#[N:2].C(=O)([O-])[O-].[Cs+].[Cs+].[I-].[Na+].Br[CH2:17][CH2:18][C@@:19]([CH3:29])([S:25]([CH3:28])(=[O:27])=[O:26])[C:20]([O:22]CC)=[O:21].[OH-].[Li+]>C(#N)C>[C:1]([C:3]1[CH:4]=[N:5][N:6]([CH2:17][CH2:18][C@@:19]([CH3:29])([S:25]([CH3:28])(=[O:27])=[O:26])[C:20]([OH:22])=[O:21])[CH:7]=1)#[N:2] |f:1.2.3,4.5,7.8|. Procedure: To a solution of 4-cyanopyrazole (0.150 g, 1.61 mmol, 1 eq) in acetonitrile (10 mL) was added cesium carbonate (1.31 g, 4.03 mmol, 2.5 eq), sodium iodide (0.048 mg, 0.322 mmol, 0.2 eq) and (R)-ethyl 4-bromo-2-methyl-2-(methylsulfonyl)butanoate (0.555 g, 1.93 mmol, 1.2 eq). The mixture was heated at 50° C. overnight. The reaction mixture was cooled to room temperature and was filtered via Buchner funnel, and eluted with EtOAc. The filtrate was concentrated under reduced pressure and was diluted w... Starting materials: [OH-].[Na+] (sodium hydroxide), C(C)(=O)NC(C(=O)OCC)C(=O)OCC (diethyl acetamidomalonate), CC(C)([O-])C.[K+] (potassium t-butoxide), C1(=CC=CC=C1)C(C1=CC=CC=C1)(Cl)Cl (Diphenylmethylene chloride), [I-].[K+] (potassium iodide). The solvent is CN1C(CCC1)=O (N-methyl-2-pyrrolidone). Run at time 1 hour. Product: C(C)(=O)NC(C(=O)O)C(C1=CC=CC=C1)C1=CC=CC=C1 (2-acetylamino-3,3-diphenylpropanoic acid). The yield is 83.7%. RXN SMILES: [C:1]([NH:4][CH:5](C(OCC)=O)[C:6]([O:8]CC)=[O:7])(=[O:3])[CH3:2].CC(C)([O-])C.[K+].[C:22]1([C:28](Cl)(Cl)[C:29]2[CH:34]=[CH:33][CH:32]=[CH:31][CH:30]=2)[CH:27]=[CH:26][CH:25]=[CH:24][CH:23]=1.[I-].[K+].[OH-].[Na+]>CN1CCCC1=O>[C:1]([NH:4][CH:5]([CH:28]([C:29]1[CH:34]=[CH:33][CH:32]=[CH:31][CH:30]=1)[C:22]1[CH:27]=[CH:26][CH:25]=[CH:24][CH:23]=1)[C:6]([OH:8])=[O:7])(=[O:3])[CH3:2] |f:1.2,4.5,6.7|. Procedure: To a solution (1.25 M) of diethyl acetamidomalonate (13.33 g, 61.8 mmol) in N-methyl-2-pyrrolidone (40 mL) was added potassium t-butoxide (7.20 g, 64.3 mmol), and the mixture was stirred at room temperature for 1 hr. Diphenylmethylene chloride (10.0 g, 49.3 mmol) and potassium iodide (4.10 g, 24.7 mol) were added, and the mixture was stirred at 70° C. for 6 hrs. After completion of the reaction, 2M aqueous sodium hydroxide solution (45 mL) was added to the reaction mixture, and the mixture was s... Starting materials: CCOC(=O)c1c(-c2ccc(Br)cc2)csc1N, CC(=O)O, O=C1OC(=O)c2ccccc21. Yields the product CCOC(=O)c1c(-c2ccc(Br)cc2)csc1N1C(=O)c2ccccc2C1=O. As a reaction SMILES: [CH2:1]([CH3:2])[O:3][C:4](=[O:5])[c:6]1[c:7]([NH2:18])[s:8][cH:9][c:10]1-[c:11]1[cH:12][cH:13][c:14]([Br:17])[cH:15][cH:16]1.[CH3:30][C:31](=[O:32])[OH:33].[O:19]=[C:20]1[O:21][C:22](=[O:23])[c:24]2[cH:25][cH:26][cH:27][cH:28][c:29]21>>[CH2:1]([CH3:2])[O:3][C:4](=[O:5])[c:6]1[c:7]([N:18]2[C:20](=[O:19])[c:29]3[c:24]([cH:25][cH:26][cH:27][cH:28]3)[C:22]2=[O:21])[s:8][cH:9][c:10]1-[c:11]1[cH:12][cH:13][c:14]([Br:17])[cH:15][cH:16]1.